Dataset: the Open Reaction Database (ORD), a public repository of structured organic reaction records. Task: describe an organic reaction: reactants, conditions, products, and yield The reactants are BrC=1N=CNC1CSCCN (4-bromo-5-[(2-aminoethyl)thiomethyl]imidazole), dihydrobromide, [N+](=O)([O-])C=C(SC)SC (1-nitro-2,2-bis-methylthioethylene), 1-nitro-2-methylthio-2- 2-((4-bromo-5-imidazolyl)methylthio)ethylamino ethylene, CN (methlyamine). Yields the product [N+](=O)([O-])C=C(NCCSCC1=C(N=CN1)Br)NC (1-nitro-2-methylamino-2-[2-((4-bromo-5-imidazolyl)methylthio)ethylamino] ethylene). As a reaction SMILES: [Br:1][C:2]1[N:3]=[CH:4][NH:5][C:6]=1[CH2:7][S:8][CH2:9][CH2:10][NH2:11].[N+:12]([CH:15]=[C:16](SC)SC)([O-:14])=[O:13].[CH3:21][NH2:22]>>[N+:12]([CH:15]=[C:16]([NH:22][CH3:21])[NH:11][CH2:10][CH2:9][S:8][CH2:7][C:6]1[NH:5][CH:4]=[N:3][C:2]=1[Br:1])([O-:14])=[O:13]. Reported procedure: When 4-bromo-5-[(2-aminoethyl)thiomethyl]imidazole (from the dihydrobromide (4.8 g)) is reacted with 1-nitro-2,2-bis-methylthioethylene (2.0 g) according to the procedure of Example 4(i) and the resultant 1-nitro-2-methylthio-2- 2-((4-bromo-5-imidazolyl)methylthio)ethylamino ethylene treated with methlyamine by the procedure of Example 3(ii) there is produced 1-nitro-2-methylamino-2-[2-((4-bromo-5-imidazolyl)methylthio)ethylamino] ethylene. Run in C(Cl)Cl (DCM). Reactants: COC1=C(C=C2C=C(NC2=C1)C#N)CN1CCC(CC1)NC=1C2=C(N=CN1)SC(=C2)CC(F)(F)F (6-methoxy-5-((4-((6-(2,2,2-trifluoroethyl)thieno[2,3-d]pyrimidin-4-yl)amino)piperidin-1-yl)methyl)-1H-indole-2-carbonitrile), B(Br)(Br)Br (BBr3), C([O-])(O)=O.[Na+] (sodium bicarbonate). Reported procedure: 500 mg of 6-methoxy-5-((4-((6-(2,2,2-trifluoroethyl)thieno[2,3-d]pyrimidin-4-yl)amino)piperidin-1-yl)methyl)-1H-indole-2-carbonitrile (1 mmol) was slowly added to 5 mL of 1M BBr3 in DCM at 0 degrees and reaction mixture was brought to RT. After 4days ice was added to reaction mixture in the presence of sodium bicarbonate. Volatile organic was evaporated and the residue was partitioned between water and ethyl acetate-methanol 10:1. Organic layer was evaporated with silica gel and loaded on the co... Yields the product OC1=C(C=C2C=C(NC2=C1)C#N)CN1CCC(CC1)NC=1C2=C(N=CN1)SC(=C2)CC(F)(F)F (6-hydroxy-5-((4-((6-(2,2,2-trifluoroethyl)thieno[2,3-d]pyrimidin-4-yl)amino)piperidin-1-yl)methyl)-1H-indole-2-carbonitrile). Reaction SMILES: C[O:2][C:3]1[CH:11]=[C:10]2[C:6]([CH:7]=[C:8]([C:12]#[N:13])[NH:9]2)=[CH:5][C:4]=1[CH2:14][N:15]1[CH2:20][CH2:19][CH:18]([NH:21][C:22]2[C:23]3[CH:30]=[C:29]([CH2:31][C:32]([F:35])([F:34])[F:33])[S:28][C:24]=3[N:25]=[CH:26][N:27]=2)[CH2:17][CH2:16]1.B(Br)(Br)Br.C(=O)(O)[O-].[Na+]>C(Cl)Cl>[OH:2][C:3]1[CH:11]=[C:10]2[C:6]([CH:7]=[C:8]([C:12]#[N:13])[NH:9]2)=[CH:5][C:4]=1[CH2:14][N:15]1[CH2:16][CH2:17][CH:18]([NH:21][C:22]2[C:23]3[CH:30]=[C:29]([CH2:31][C:32]([F:34])([F:35])[F:33])[S:28][C:24]=3[N:25]=[CH:26][N:27]=2)[CH2:19][CH2:20]1 |f:2.3|. Yield: 61.7%. The reactants are Cl.Cl.BrC1=C(N=C2N1C=CC=C2OCC2=C(C(=CC=C2Cl)N(C)C(CNC([C@H]2NCCC2)=O)=O)Cl)C (3-bromo-8-[2,6-dichloro-3-[N-(L-prolylglycyl)-N-methylamino]benzyloxy]-2-methylimidazo[1,2-a]pyridine dihydrochloride), C(C)(=O)OC(C)=O (acetic anhydride), N1=CC=CC=C1 (pyridine). Solvent: C(Cl)Cl (methylene chloride). Conditions: time 2 hour. Yields the product C(C)(=O)N1[C@H](C(=O)NCC(=O)N(C)C=2C(=C(COC=3C=4N(C=CC3)C(=C(N4)C)Br)C(=CC2)Cl)Cl)CCC1 (8-[3-[N-(acetyl-L-prolylglycyl)-N-methylamino]-2,6-dichlorobenzyloxy]-3-bromo-2-methylimidazo[1,2-a]pyridine). Reaction SMILES: Cl.Cl.[Br:3][C:4]1[N:8]2[CH:9]=[CH:10][CH:11]=[C:12]([O:13][CH2:14][C:15]3[C:20]([Cl:21])=[CH:19][CH:18]=[C:17]([N:22]([C:24](=[O:34])[CH2:25][NH:26][C:27](=[O:33])[C@@H:28]4[CH2:32][CH2:31][CH2:30][NH:29]4)[CH3:23])[C:16]=3[Cl:35])[C:7]2=[N:6][C:5]=1[CH3:36].[C:37](OC(=O)C)(=[O:39])[CH3:38].N1C=CC=CC=1>C(Cl)Cl>[C:37]([N:29]1[CH2:30][CH2:31][CH2:32][C@H:28]1[C:27]([NH:26][CH2:25][C:24]([N:22]([C:17]1[C:16]([Cl:35])=[C:15]([C:20]([Cl:21])=[CH:19][CH:18]=1)[CH2:14][O:13][C:12]1[C:7]2[N:8]([C:4]([Br:3])=[C:5]([CH3:36])[N:6]=2)[CH:9]=[CH:10][CH:11]=1)[CH3:23])=[O:34])=[O:33])(=[O:39])[CH3:38] |f:0.1.2|. Reported procedure: A mixture of 3-bromo-8-[2,6-dichloro-3-[N-(L-prolylglycyl)-N-methylamino]benzyloxy]-2-methylimidazo[1,2-a]pyridine dihydrochloride (40 mg), acetic anhydride (0.01 ml), pyridine (0.03 ml) and methylene chloride (2 ml) was stirred for 2 hours at ambient temperature. The mixture was washed with water twice, dried over magnesium sulfate, and concentrated in vacuo to give 8-[3-[N-(acetyl-L-prolylglycyl)-N-methylamino]-2,6-dichlorobenzyloxy]-3-bromo-2-methylimidazo[1,2-a]pyridine (31 mg). Starting materials: CCOC(=O)c1cc2cccc(N(C)S(=O)(=O)c3cccs3)c2n1COC, CCO, Cl, O. Yields the product CCOC(=O)c1cc2cccc(N(C)S(=O)(=O)c3cccs3)c2[nH]1. Reaction SMILES: [CH3:1][O:2][CH2:3][n:4]1[c:5]([C:23](=[O:24])[O:25][CH2:26][CH3:27])[cH:6][c:7]2[cH:8][cH:9][cH:10][c:11]([N:13]([S:14](=[O:15])(=[O:16])[c:17]3[s:18][cH:19][cH:20][cH:21]3)[CH3:22])[c:12]12.[CH3:29][CH2:30][OH:31].[ClH:28].[OH2:32]>>[nH:4]1[c:5]([C:23](=[O:24])[O:25][CH2:26][CH3:27])[cH:6][c:7]2[cH:8][cH:9][cH:10][c:11]([N:13]([S:14](=[O:15])(=[O:16])[c:17]3[s:18][cH:19][cH:20][cH:21]3)[CH3:22])[c:12]12. Starting materials: IC (Iodomethane), BrC=1C=C(C=NC1)C(NS(=O)(=O)CC)C1CC1 (N-((5-bromopyridin-3-yl)(cyclopropyl)methyl)ethanesulfonamide), C([O-])([O-])=O.[K+].[K+] (potassium carbonate). Run in CN(C)C=O (DMF), CCOC(=O)C (EtOAc), O (water). Conditions: temperature 60 celsius. Yields the product BrC=1C=C(C=NC1)C(N(S(=O)(=O)CC)C)C1CC1 (N-((5-bromopyridin-3-yl)(cyclopropyl)methyl)-N-methylethanesulfonamide). Isolated yield 15.3%. As a reaction SMILES: IC.[Br:3][C:4]1[CH:5]=[C:6]([CH:10]([CH:17]2[CH2:19][CH2:18]2)[NH:11][S:12]([CH2:15][CH3:16])(=[O:14])=[O:13])[CH:7]=[N:8][CH:9]=1.[C:20](=O)([O-])[O-].[K+].[K+]>CN(C=O)C.CCOC(C)=O.O>[Br:3][C:4]1[CH:5]=[C:6]([CH:10]([CH:17]2[CH2:19][CH2:18]2)[N:11]([CH3:20])[S:12]([CH2:15][CH3:16])(=[O:13])=[O:14])[CH:7]=[N:8][CH:9]=1 |f:2.3.4|. Reported procedure: Iodomethane (0.059 mL, 0.940 mmol) was added to a mixture of N-((5-bromopyridin-3-yl)(cyclopropyl)methyl)ethanesulfonamide (200 mg, 0.627 mmol) and potassium carbonate (130 mg, 0.940 mmol) in DMF (6 mL) at room temperature. The resulting mixture was heated at 60° C. for 24 h. The reaction mixture was diluted with EtOAc and water, and the mixture was washed with H2O and brine. The organic layer was separated and dried over anhydrous Na2SO4. After filtration and concentration, the residue was puri... The reactants are C([O-])(O)=O.[Na+] (sodium bicarbonate), aqueous solution, Cl(=O)(=O)(=O)O (perchloric acid), C(C)(=O)C(C(CC(=O)OC)C(OC)OC)(CC#CCC)C(=O)OC (Methyl 4-acetyl-4-methoxycarbonyl-3-dimethoxymethyl-6-nonynoate). Run in O1CCCC1 (tetrahydrofuran). Run at time 12 hour. Product: C(C)(=O)C(C(CC(=O)OC)C=O)(CC#CCC)C(=O)OC (methyl 4-acetyl-4-methoxycarbonyl-3-formyl-6-nonynoate). RXN SMILES: [C:1]([C:4]([C:21]([O:23][CH3:24])=[O:22])([CH2:16][C:17]#[C:18][CH2:19][CH3:20])[CH:5]([CH:11](OC)[O:12]C)[CH2:6][C:7]([O:9][CH3:10])=[O:8])(=[O:3])[CH3:2].Cl(O)(=O)(=O)=O.C(=O)(O)[O-].[Na+]>O1CCCC1>[C:1]([C:4]([C:21]([O:23][CH3:24])=[O:22])([CH2:16][C:17]#[C:18][CH2:19][CH3:20])[CH:5]([CH:11]=[O:12])[CH2:6][C:7]([O:9][CH3:10])=[O:8])(=[O:3])[CH3:2] |f:2.3|. Reported procedure: Methyl 4-acetyl-4-methoxycarbonyl-3-dimethoxymethyl-6-nonynoate (530 mg) is dissolved in 20 ml of tetrahydrofuran, and 25 ml of 1% aqueous solution of perchloric acid is added to the solution. The mixture is stirred at 26° to 28° C. for 12 hours. Subsequently the reaction mixture is neutralized with sodium bicarbonate and concentrated in a vacuum. The residue is extracted with ethyl acetate. The extract is dried and then concentrated to give methyl 4-acetyl-4-methoxycarbonyl-3-formyl-6-nonynoate... The reactants are [Cl-].C(C(=O)[O-])(=O)OC (monomethyl oxalate chloride), ClC1=CC=C(N)C=C1 (4-chloroaniline), N1=CC=CC=C1 (pyridine). The solvent is C(Cl)Cl (methylene chloride), C(Cl)Cl (methylene chloride). Yields the product ClC1=CC=C(C=C1)NC(C(=O)OC)=O (methyl 4-chlorophenylamino-oxo-acetate). Isolated yield 100.6%. RXN SMILES: [Cl-].[C:2]([O:7][CH3:8])(=[O:6])[C:3]([O-])=[O:4].[Cl:9][C:10]1[CH:16]=[CH:15][C:13]([NH2:14])=[CH:12][CH:11]=1.N1C=CC=CC=1>C(Cl)Cl>[Cl:9][C:10]1[CH:16]=[CH:15][C:13]([NH:14][C:3](=[O:4])[C:2]([O:7][CH3:8])=[O:6])=[CH:12][CH:11]=1 |f:0.1|. Procedure: With stirring, 6.7 g of monomethyl oxalate chloride are added dropwise at 0° to 5° C. to a solution of 6.4 g of 4-chloroaniline and 7.9 g pyridine in 150 ml of dry methylene chloride. When the addition is complete, the suspension is stirred for 30 minutes at room temperature, then diluted with 100 ml of methylene chloride, washed twice with 3N hydrochloric acid and once with saturated sodium bicarbonate solution, dried and concentrated. The residual oil crystallises on trituration, affording 10....